This data is from the Open Reaction Database (ORD), a public repository of structured organic reaction records. The task is: describe an organic reaction: reactants, conditions, products, and yield Reactants: B#B (diborane), C(CCCCCCCCCCCCC)(=O)C=1C=C(NC1)C(=O)OC (methyl 4-tetradecanoylpyrrole-2-carboxylate), CO (Methanol), O (water). Run in O1CCCC1 (tetrahydrofuran). Reaction conditions: time 8 hour. The product is C(CCCCCCCCCCCCC)C=1C=C(NC1)C(=O)OC (methyl 4-tetradecylpyrrole-2-carboxylate). Isolated yield 12.7%. Reaction SMILES: B#B.[C:3]([C:18]1[CH:19]=[C:20]([C:23]([O:25][CH3:26])=[O:24])[NH:21][CH:22]=1)(=O)[CH2:4][CH2:5][CH2:6][CH2:7][CH2:8][CH2:9][CH2:10][CH2:11][CH2:12][CH2:13][CH2:14][CH2:15][CH3:16].CO.O>O1CCCC1>[CH2:3]([C:18]1[CH:19]=[C:20]([C:23]([O:25][CH3:26])=[O:24])[NH:21][CH:22]=1)[CH2:4][CH2:5][CH2:6][CH2:7][CH2:8][CH2:9][CH2:10][CH2:11][CH2:12][CH2:13][CH2:14][CH2:15][CH3:16]. Procedure details: A solution (30 ml, 90 mmol) of ca. 3M diborane in tetrahydrofuran was added to 1.80 g (5.4 mmol) of methyl 4-tetradecanoylpyrrole-2-carboxylate prepared in Synthetic Example 6, and then 1 ml of boron trifluoride-diethyl ether complex was further added thereto. The mixture was allowed to stand overnight at room temperature. Methanol and water were successively added to the reaction mixture, and the resulting mixture was extracted with ethyl acetate. The extract was washed with water and dried ove...